This data is from the Open Reaction Database (ORD), a public repository of structured organic reaction records. The task is: describe an organic reaction: reactants, conditions, products, and yield The reactants are C[O-].[Na+] (Sodium methoxide), CN(C(=O)N1C(NC(=C(C1C1=CC(=CC=C1)[N+](=O)[O-])C(=O)OC(C)C)C)=O)C ((-)-3-[(Dimethylamino)carbonyl]-1,2,3,4-tetrahydro-6-methyl-4-(3-nitrophenyl)-2-oxo-5-pyrimidinecarboxylic acid, 1-methylethyl ester), ester, Cl (hydrochloric acid), CS(=O)C (dimethylsulfoxide). Run in CO (methanol), CO (methanol). Reaction conditions: time 16 hour. Product: CC1=C(C(NC(N1)=S)C1=CC(=CC=C1)[N+](=O)[O-])C(=O)OC(C)C ((+)-1,2,3,4-Tetrahydro-6-methyl-4-(3-nitrophenyl)-2-thioxo-5-pyrimidinecarboxylic acid, 1-methylethyl ester). Reaction SMILES: C[O-].[Na+].CN(C)C([N:8]1[CH:13]([C:14]2[CH:19]=[CH:18][CH:17]=[C:16]([N+:20]([O-:22])=[O:21])[CH:15]=2)[C:12]([C:23]([O:25][CH:26]([CH3:28])[CH3:27])=[O:24])=[C:11]([CH3:29])[NH:10][C:9]1=O)=O.Cl.C[S:34](C)=O>CO>[CH3:29][C:11]1[NH:10][C:9](=[S:34])[NH:8][CH:13]([C:14]2[CH:19]=[CH:18][CH:17]=[C:16]([N+:20]([O-:22])=[O:21])[CH:15]=2)[C:12]=1[C:23]([O:25][CH:26]([CH3:28])[CH3:27])=[O:24] |f:0.1|. Reported procedure: Sodium methoxide in methanol (1.6 ml, 7.5 mmol, 2 eq) was added to a solution of isomer B [described in Example 20, part B] of 1,2,3,4-tetrahydro-6-methyl-4-(3-nitrophenyl)-2-thioxo-3,5-pyrimidinecarboxylic acid, 5-(1-methylethyl)ester, 3-[(S)-5-methoxycarbonyl)-3-pyrrolidinyl]ester (2.04 g, 3.7 mmol) in methanol (18 ml). The reaction was allowed to stir at room temperature. After 16 hours, the pH was adjusted to 2 with ethereal hydrochloric acid and the mixture was cooled to 0° C. for six hours... The reactants are ClC=1C=C2C(C(=COC2=C(C1)Cl)C=O)=O (6,8-dichlorochromon-3-aldehyde), Cl.NO (hydroxylamine hydrochloride), C(=O)N.[Na] (sodium formamide). The solvent is C(=O)O (formic acid). Run at time 18 hour. Yields the product C(#N)C1=COC2=C(C=C(C=C2C1=O)Cl)Cl (3-Cyano-6,8-dichlorochromon). As a reaction SMILES: [Cl:1][C:2]1[CH:3]=[C:4]2[C:9](=[C:10]([Cl:12])[CH:11]=1)[O:8][CH:7]=[C:6]([CH:13]=O)[C:5]2=[O:15].Cl.NO.C([NH2:21])=O.[Na]>C(O)=O>[C:13]([C:6]1[C:5](=[O:15])[C:4]2[C:9](=[C:10]([Cl:12])[CH:11]=[C:2]([Cl:1])[CH:3]=2)[O:8][CH:7]=1)#[N:21] |f:1.2,3.4,^1:21|. Procedure details: 15 g of 6,8-dichlorochromon-3-aldehyde, 5.43 g of hydroxylamine hydrochloride, 7.55 g of sodium formamide and 100 ml of formic acid are mixed at room temperature and refluxed for 4 hours. After a further 18 hours at room temperature, the precipitate is separated and the filtrate is poured into 1 l of water. The resulting precipitate is filtered off and washed twice with water and twice with ethanol to obtain the heading compound, m.p. 150°. Starting materials: C([O-])(O)=O.[Na+] (sodium bicarbonate), O[C@H](C)[C@@H]1[C@@H]2N(C(=C([C@@H]2C)C=C)C(=O)OCC2=CC=C(C=C2)OC)C1=O (4-Methoxybenzyl (1S,5R,6S)6-((1R)-1-hydroxyethyl)-2-vinyl -1-methylcarbapen-2-em-3-carboxylate). Run in P(=O)([O-])([O-])[O-] (phosphate), C1(=CC=CC=C1)OC (anisole), ClCCl (dichloromethane). Reaction conditions: time 30 minute. Yields the product O[C@H](C)[C@@H]1[C@@H]2N(C(=C([C@@H]2C)C=C)C(=O)[O-])C1=O.[Na+] (Sodium (1S,5R,6S)-6-((1R)-1-hydroxyethyl)-2-vinyl-1-methylcarbapen -2-em-3-carboxylate). The yield is 23.5%. Reaction SMILES: [OH:1][C@@H:2]([C@H:4]1[C:25](=[O:26])[N:6]2[C:7]([C:13]([O:15]CC3C=CC(OC)=CC=3)=[O:14])=[C:8]([CH:11]=[CH2:12])[C@H:9]([CH3:10])[C@H:5]12)[CH3:3].C(=O)(O)[O-].[Na+:31]>C1(OC)C=CC=CC=1.ClCCl.P([O-])([O-])([O-])=O>[OH:1][C@@H:2]([C@H:4]1[C:25](=[O:26])[N:6]2[C:7]([C:13]([O-:15])=[O:14])=[C:8]([CH:11]=[CH2:12])[C@H:9]([CH3:10])[C@H:5]12)[CH3:3].[Na+:31] |f:1.2,6.7|. Procedure: to -60° C. To this mixture was added a solution of 33.7 mg (0.0944 mmol) of the compound prepared in Example 5 in 1.4 ml of anisole and 0.2 ml of dichloromethane, and the mixture was stirred for 30 minutes at the same temperature. And then, to the mixture was added a solution of 143 mg (1.7 mmol) of sodium bicarbonate in 4 ml of 0.1 M phosphate buffer (pH 7.0), and the mixture was stirred for 30 minutes under ice-cooling. After the reaction mixture was filtered, the filtration was washed twice w... The reactants are BrC1=C(C=CC=C1O)O (2-bromo-1,3-benzenediol), TEA, C(C)(=O)OC(C)=O (acetic anhydride). Solvent: ClCCl (dichloromethane). Yields the product C(C)(=O)OC1=C(C(=CC=C1)O)Br (2-bromo-3-hydroxyphenyl acetate). Reaction SMILES: [Br:1][C:2]1[C:7]([OH:8])=[CH:6][CH:5]=[CH:4][C:3]=1[OH:9].[C:10](OC(=O)C)(=[O:12])[CH3:11]>ClCCl>[C:10]([O:9][C:3]1[CH:4]=[CH:5][CH:6]=[C:7]([OH:8])[C:2]=1[Br:1])(=[O:12])[CH3:11]. Reported procedure: To a solution of 2-bromo-1,3-benzenediol (3.028 g, 16.02 mmol) in dichloromethane (70 ml), TEA (3.35 ml, 24.03 mmol) and acetic anhydride (1.512 ml, 16.02 mmol) were added under stirring. The reaction mixture was stirred at room temperature overnight. The reaction was quenched with a saturated solution of ammonium chloride (100 ml), and extracted with ethyl acetate (3 times 70 ml). The combined organic layers were dried over sodium sulphate, filtered and evaporated to afford the title compound a... Starting materials: CCN(CC)P1(=NC(C)(C)C)N(CCCN1C)C (BEMP), COC(CC1=C(NC2=NC=CC=C21)C)=O ((2-methyl-1H-pyrrolo[2,3-b]pyridin-3-yl)-acetic acid methyl ester), BrCC1=CC(=C(C=C1)S(=O)(=O)C)C(F)(F)F (1-bromomethyl-4-methanesulfonyl-3-trifluoromethyl-benzene). Solvent: CN(C)C=O (DMF). Run at time 1 hour. Yields the product CS(=O)(=O)C1=C(C=C(CN2C(=C(C=3C2=NC=CC3)CC(=O)O)C)C=C1)C(F)(F)F ([1-(4-Methanesulfonyl-3-trifluoromethyl-benzyl)-2-methyl-1H-pyrrolo[2,3-b]pyridin-3-yl]-acetic acid). Reaction SMILES: C[O:2][C:3](=[O:15])[CH2:4][C:5]1[C:13]2[C:8](=[N:9][CH:10]=[CH:11][CH:12]=2)[NH:7][C:6]=1[CH3:14].CCN(P1(N(C)CCCN1C)=NC(C)(C)C)CC.Br[CH2:35][C:36]1[CH:41]=[CH:40][C:39]([S:42]([CH3:45])(=[O:44])=[O:43])=[C:38]([C:46]([F:49])([F:48])[F:47])[CH:37]=1>CN(C=O)C>[CH3:45][S:42]([C:39]1[CH:40]=[CH:41][C:36]([CH2:35][N:7]2[C:8]3=[N:9][CH:10]=[CH:11][CH:12]=[C:13]3[C:5]([CH2:4][C:3]([OH:2])=[O:15])=[C:6]2[CH3:14])=[CH:37][C:38]=1[C:46]([F:47])([F:49])[F:48])(=[O:44])=[O:43]. Reported procedure: To a stirred solution of (2-methyl-1H-pyrrolo[2,3-b]pyridin-3-yl)-acetic acid methyl ester (12.8 g, 62.8 mmol) in dry DMF (200 ml) under an inert atmosphere of Argon is added dropwise, BEMP (19.9 ml, 69.1 mmol) over five minutes. After stirring at room temperature for 1 hour, the resulting solution is added dropwise to a stirred solution of 1-bromomethyl-4-methanesulfonyl-3-trifluoromethyl-benzene (23.9 g, 75.4 mmol) and stirred for 18 hours. The reaction is concentrated in vacuo with toluene an... Reactants: C(C)OC(=O)C=1NC2=CC=C(C=C2C1)NC(=O)C1=CC=C(O1)C(=O)NC=1C=C2C=C(NC2=CC1)C(=O)OCC (5,5'-[2,5-furandiylbis(carbonylimino)]bis-1H-indole-2-carboxylic acid diethyl ester), [OH-].[Na+] (NaOH). Run in CO (methanol). Product: O1C(=CC=C1C(=O)NC=1C=C2C=C(NC2=CC1)C(=O)O)C(=O)NC=1C=C2C=C(NC2=CC1)C(=O)O (5,5'-[2,5-furandiylbis(carbonylimino)]bis-1H-indole-2-carboxylic acid). Isolated yield 41.0%. Reaction SMILES: C([O:3][C:4]([C:6]1[NH:7][C:8]2[C:13]([CH:14]=1)=[CH:12][C:11]([NH:15][C:16]([C:18]1[O:22][C:21]([C:23]([NH:25][C:26]3[CH:27]=[C:28]4[C:32](=[CH:33][CH:34]=3)[NH:31][C:30]([C:35]([O:37]CC)=[O:36])=[CH:29]4)=[O:24])=[CH:20][CH:19]=1)=[O:17])=[CH:10][CH:9]=2)=[O:5])C.[OH-].[Na+]>CO>[O:22]1[C:21]([C:23]([NH:25][C:26]2[CH:27]=[C:28]3[C:32](=[CH:33][CH:34]=2)[NH:31][C:30]([C:35]([OH:37])=[O:36])=[CH:29]3)=[O:24])=[CH:20][CH:19]=[C:18]1[C:16]([NH:15][C:11]1[CH:12]=[C:13]2[C:8](=[CH:9][CH:10]=1)[NH:7][C:6]([C:4]([OH:5])=[O:3])=[CH:14]2)=[O:17] |f:1.2|. Procedure: 5,5'-[2,5-furandiylbis(carbonylimino)]bis-1H-indole-2-carboxylic acid diethyl ester (60 mg, 0.11 mM) is suspended in methanol (0.4 mL) and treated with N NaOH (0.25 mL). After 5 days the reaction is evaporated in vacuo and the residue dissovlved in water and the solution acidified to pH 2 with N HCl. This solution is freeze dried leaving 5,5'-[2,5-furandiylbis(carbonylimino)]bis-1H-indole-2-carboxylic acid (22 mg). Reactants: NC(CC(=O)OC)(C)C1=CC=C(C=C1)OCCCC (Methyl 3-amino-3-(4-butoxyphenyl)butanoate), N1=CC=CC=C1 (pyridine), C(#N)CC(=O)O (2-cyanoacetic acid), C(C(=O)Cl)(=O)Cl (oxalyl chloride). Reagents/catalysts: CN(C)C=O (DMF). The solvent is C(Cl)Cl (CH2Cl2), C(Cl)Cl (CH2Cl2). Conditions: time 1 hour. The product is C(CCC)OC1=CC=C(C=C1)C(CC(=O)OC)(C)NC(CC#N)=O (Methyl 3-(4-butoxyphenyl)-3-(2-cyanoacetamido)butanoate). Yield: 87.0%. As a reaction SMILES: [C:1]([CH2:3][C:4](O)=[O:5])#[N:2].C(Cl)(=O)C(Cl)=O.[NH2:13][C:14]([C:21]1[CH:26]=[CH:25][C:24]([O:27][CH2:28][CH2:29][CH2:30][CH3:31])=[CH:23][CH:22]=1)([CH3:20])[CH2:15][C:16]([O:18][CH3:19])=[O:17].N1C=CC=CC=1>C(Cl)Cl.CN(C=O)C>[CH2:28]([O:27][C:24]1[CH:23]=[CH:22][C:21]([C:14]([NH:13][C:4](=[O:5])[CH2:3][C:1]#[N:2])([CH3:20])[CH2:15][C:16]([O:18][CH3:19])=[O:17])=[CH:26][CH:25]=1)[CH2:29][CH2:30][CH3:31]. Reported procedure: To a stirred solution of 2-cyanoacetic acid (128 mg, 1.507 mmol) in CH2Cl2 (5 mL) was added oxalyl chloride (0.754 mL, 1.507 mmol) and 1 drop of DMF. The reaction was stirred at rt for 1 h and then concentrated. The resulting acid chloride was dissolved in CH2Cl2 (1 mL) and was then added to Intermediate 107C (200 mg, 0.754 mmol) and pyridine (0.183 mL, 2.261 mmol) in CH2Cl2 (5 mL). The reaction was stirred at rt for 5 h. The reaction mixture was concentrated and the residue was diluted with EtO... Reactants: C(C)(=O)OC=1C=C2C(=NC(=NC2=CC1)C1=CC(=CC=C1)NC(C1=CN=CC=C1)=O)NC=1C=C2C=NN(C2=CC1)C(=O)[O-] (5-(6-acetoxy-2-(3-(nicotinamido)phenyl)quinazolin-4-ylamino)-1H-indazole-1-carboxylate), [NH4+].[OH-] (NH4OH). Run in CO (MeOH). Run at time 24 hour. The product is OC=1C=C2C(=NC(=NC2=CC1)C1=CC(=CC=C1)NC(C1=CN=CC=C1)=O)NC=1C=C2C=NN(C2=CC1)C(=O)OC(C)(C)C (tert-butyl 5-(6-hydroxy-2-(3-(nicotinamido)phenyl)quinazolin-4-ylamino)-1H-indazole-1-carboxylate). Isolated yield 91.0%. Reaction SMILES: C([O:4][C:5]1[CH:6]=[C:7]2[C:12](=[CH:13][CH:14]=1)[N:11]=[C:10]([C:15]1[CH:20]=[CH:19][CH:18]=[C:17]([NH:21][C:22](=[O:29])[C:23]3[CH:28]=[CH:27][CH:26]=[N:25][CH:24]=3)[CH:16]=1)[N:9]=[C:8]2[NH:30][C:31]1[CH:32]=[C:33]2[C:37](=[CH:38][CH:39]=1)[N:36]([C:40]([O-])=[O:41])[N:35]=[CH:34]2)(=O)C.[NH4+].[OH-:44]>CO>[OH:4][C:5]1[CH:6]=[C:7]2[C:12](=[CH:13][CH:14]=1)[N:11]=[C:10]([C:15]1[CH:20]=[CH:19][CH:18]=[C:17]([NH:21][C:22](=[O:29])[C:23]3[CH:28]=[CH:27][CH:26]=[N:25][CH:24]=3)[CH:16]=1)[N:9]=[C:8]2[NH:30][C:31]1[CH:32]=[C:33]2[C:37](=[CH:38][CH:39]=1)[N:36]([C:40]([O:44][C:7]([CH3:12])([CH3:8])[CH3:6])=[O:41])[N:35]=[CH:34]2 |f:1.2|. Procedure details: A mixture of 5-(6-acetoxy-2-(3-(nicotinamido)phenyl)quinazolin-4-ylamino)-1H-indazole-1-carboxylate (0.374 g, 0.607 mmol) and 28% NH4OH (0.45 mL) in MeOH (50 mL) was stirred at RT for 24 h. The volatiles were removed in vacuo and the residue was washed with Et2O to give the product tert-butyl 5-(6-hydroxy-2-(3-(nicotinamido)phenyl)quinazolin-4-ylamino)-1H-indazole-1-carboxylate (0.318 g, 0.554 mmol, 91%).